From a dataset of the Open Reaction Database (ORD), a public repository of structured organic reaction records. describe an organic reaction: reactants, conditions, products, and yield Starting materials: ClC1=C(OCC(=O)O)C=C(C=C1)C(=O)OC ([2-Chloro-5-(methoxycarbonyl)-phenoxy]acetic acid), NC[C@H](CN1CCC(CC1)OC1=C(C(=C(C=C1)Cl)Cl)C)O ((2R)-1-amino-3-[4-(3,4-dichloro-2-methylphenoxy)piperidin-1-yl]propan-2-ol). The product is ClC1=C(C=C(C(=O)OC)C=C1)OCC(=O)NC[C@H](CN1CCC(CC1)OC1=C(C(=C(C=C1)Cl)Cl)C)O (Methyl 4-chloro-3-[2-({(2R)-3-[4-(3,4-dichloro-2-methylphenoxy)piperidin-1-yl]-2-hydroxypropyl}amino)-2-oxoethoxy]benzoate). RXN SMILES: [Cl:1][C:2]1[CH:12]=[CH:11][C:10]([C:13]([O:15][CH3:16])=[O:14])=[CH:9][C:3]=1[O:4][CH2:5][C:6]([OH:8])=O.[NH2:17][CH2:18][C@@H:19]([OH:37])[CH2:20][N:21]1[CH2:26][CH2:25][CH:24]([O:27][C:28]2[CH:33]=[CH:32][C:31]([Cl:34])=[C:30]([Cl:35])[C:29]=2[CH3:36])[CH2:23][CH2:22]1>>[Cl:1][C:2]1[CH:12]=[CH:11][C:10]([C:13]([O:15][CH3:16])=[O:14])=[CH:9][C:3]=1[O:4][CH2:5][C:6]([NH:17][CH2:18][C@@H:19]([OH:37])[CH2:20][N:21]1[CH2:26][CH2:25][CH:24]([O:27][C:28]2[CH:33]=[CH:32][C:31]([Cl:34])=[C:30]([Cl:35])[C:29]=2[CH3:36])[CH2:23][CH2:22]1)=[O:8]. Procedure: Prepared as for Example 15 Step 2 using [2-Chloro-5-(methoxycarbonyl)-phenoxy]acetic acid and (2R)-1-amino-3-[4-(3,4-dichloro-2-methylphenoxy)piperidin-1-yl]propan-2-ol to yield the subtitle compound as a colourless oil (0.084 g). The reactants are 2C, C1(CC1)CCN1C(C(C2=CC=CC=C12)(C1=CC2=C(OCO2)C=C1O)O)=O (1-(2-cyclopropylethyl)-3-hydroxy-3-(6-hydroxy-1,3-benzodioxol-5-yl)-1,3-dihydro-2H-indol-2-one), FC1=CC(=C(C=C1F)C1(C(N(C2=CC=CC=C12)CCCCC)=O)O)O (3-(4,5-difluoro-2-hydroxyphenyl)-3-hydroxy-1-pentyl-1,3-dihydro-2H-indol-2-one). Yields the product FC1=CC(=C(C=C1F)C1C(N(C2=CC=CC=C12)CCCCC)=O)O (3-(4,5-difluoro-2-hydroxyphenyl)-1-pentyl-1,3-dihydro-2H-indol-2-one). Reaction SMILES: C1(CCN2C3C(=CC=CC=3)C(O)(C3C(O)=CC4OCOC=4C=3)C2=O)CC1.[F:27][C:28]1[C:33]([F:34])=[CH:32][C:31]([C:35]2(O)[C:43]3[C:38](=[CH:39][CH:40]=[CH:41][CH:42]=3)[N:37]([CH2:44][CH2:45][CH2:46][CH2:47][CH3:48])[C:36]2=[O:49])=[C:30]([OH:51])[CH:29]=1>>[F:27][C:28]1[C:33]([F:34])=[CH:32][C:31]([CH:35]2[C:43]3[C:38](=[CH:39][CH:40]=[CH:41][CH:42]=3)[N:37]([CH2:44][CH2:45][CH2:46][CH2:47][CH3:48])[C:36]2=[O:49])=[C:30]([OH:51])[CH:29]=1. Procedure: Following the procedure as described in PREPARATION 2C, and making non-critical variations to replace 1-(2-cyclopropylethyl)-3-hydroxy-3-(6-hydroxy-1,3-benzodioxol-5-yl)-1,3-dihydro-2H-indol-2-one with 3-(4,5-difluoro-2-hydroxyphenyl)-3-hydroxy-1-pentyl-1,3-dihydro-2H-indol-2-one, the title compound was obtained (98%): 1H NMR (300 MHz, CDCl3) δ 7.46-7.19 (m, 3H), 7.03-6.68 (m, 3H), 5.03 (s, 1H), 3.76-3.67 (m, 2H), 1.76-1.62 (m, 2H), 1.40-1.28 (m, 4H), 0.87 (t, 3H); MS (ES+) m/z 332 (M+1). Reaction SMILES: [C:47]([O:48][BH-:49]([O:50][C:51](=[O:52])[CH3:53])[O:54][C:55](=[O:56])[CH3:57])(=[O:58])[CH3:59].[CH3:34][C:35]([CH3:36])=[O:37].[CH3:61][C:62](=[O:63])[OH:64].[CH:38]([N:39]([CH:40]([CH3:41])[CH3:42])[CH2:43][CH3:44])([CH3:45])[CH3:46].[Cl:2][c:3]1[c:4]([F:33])[c:5]([NH:9][c:10]2[n:11][cH:12][n:13][c:14]3[cH:15][c:16]([O:31][CH3:32])[c:17]([CH2:20][N:21]([C:22]4([C:26](=[O:27])[NH:28][CH3:29])[CH2:23][NH:24][CH2:25]4)[CH3:30])[cH:18][c:19]23)[cH:6][cH:7][cH:8]1.[Cl:65][CH2:66][CH2:67][Cl:68].[ClH:1].[Na+:60]>>[Cl:2][c:3]1[c:4]([F:33])[c:5]([NH:9][c:10]2[n:11][cH:12][n:13][c:14]3[cH:15][c:16]([O:31][CH3:32])[c:17]([CH2:20][N:21]([C:22]4([C:26](=[O:27])[NH:28][CH3:29])[CH2:23][N:24]([CH:35]([CH3:34])[CH3:36])[CH2:25]4)[CH3:30])[cH:18][c:19]23)[cH:6][cH:7][cH:8]1. Starting materials: CC(=O)O[BH-](OC(C)=O)OC(C)=O, CC(C)=O, CC(=O)O, CCN(C(C)C)C(C)C, CNC(=O)C1(N(C)Cc2cc3c(Nc4cccc(Cl)c4F)ncnc3cc2OC)CNC1, ClCCCl, Cl, [Na+]. Product: CNC(=O)C1(N(C)Cc2cc3c(Nc4cccc(Cl)c4F)ncnc3cc2OC)CN(C(C)C)C1. Starting materials: CC(C)(C)OC(=O)NCCNC(=O)c1ccc(CCCCNC(=O)OCc2ccccc2)cc1, CO, [H][H]. The product is CC(C)(C)OC(=O)NCCNC(=O)c1ccc(CCCCN)cc1. As a reaction SMILES: [CH2:1]([O:2][C:3](=[O:4])[NH:10][CH2:11][CH2:12][CH2:13][CH2:14][c:15]1[cH:16][cH:17][c:18]([C:21]([NH:22][CH2:23][CH2:24][NH:25][C:26](=[O:27])[O:28][C:29]([CH3:30])([CH3:31])[CH3:32])=[O:33])[cH:19][cH:20]1)[c:5]1[cH:6][cH:7][cH:8][cH:9][cH:34]1.[CH3:37][OH:38].[H:35][H:36]>>[NH2:10][CH2:11][CH2:12][CH2:13][CH2:14][c:15]1[cH:16][cH:17][c:18]([C:21]([NH:22][CH2:23][CH2:24][NH:25][C:26](=[O:27])[O:28][C:29]([CH3:30])([CH3:31])[CH3:32])=[O:33])[cH:19][cH:20]1. The reactants are C(C#CC)OC1=CC=C(C=C1)S(=O)(=O)N1C(C(S(CC1)=O)(C)C)C(=O)[O-] ({[4-(2-butynyloxy)-phenyl]sulfonyl)2,2-dimethyl-thiomorpholine-3-carboxylate-1-oxide), C(C)(=O)OC(C)=O (acetic anhydride), 4h. Product: C(C#CC)OC1=CC=C(C=C1)S(=O)(=O)N1[C@H](C(SC=C1)(C)C)C(=O)OC (methyl(3S)-4-{[4-(2-butynyloxy)phenyl]sulfonyl)-2,2-dimethyl-3,4-dihydro-2H-1,4-thiazine-3-carboxylate). Reaction SMILES: [CH2:1]([O:5][C:6]1[CH:11]=[CH:10][C:9]([S:12]([N:15]2[CH2:20][CH2:19][S:18](=O)[C:17]([CH3:23])([CH3:22])[CH:16]2[C:24]([O-:26])=[O:25])(=[O:14])=[O:13])=[CH:8][CH:7]=1)[C:2]#[C:3][CH3:4].[C:27](OC(=O)C)(=O)C>>[CH2:1]([O:5][C:6]1[CH:11]=[CH:10][C:9]([S:12]([N:15]2[CH:20]=[CH:19][S:18][C:17]([CH3:23])([CH3:22])[C@@H:16]2[C:24]([O:26][CH3:27])=[O:25])(=[O:14])=[O:13])=[CH:8][CH:7]=1)[C:2]#[C:3][CH3:4]. Procedure: A solution of 1.50 g (3.632 mmol) of methyl (3S)A({[4-(2-butynyloxy)-phenyl]sulfonyl)2,2-dimethyl-thiomorpholine-3-carboxylate-1-oxide in 20 mL of acetic anhydride was heated to reflux for 4h and then concentrated in vacuo. The residue was chromatographed on silica gel eluting with ethyl acetate/hexanes (1:10 ) to provide 0.985 g of methyl(3S)-4-{[4-(2-butynyloxy)phenyl]sulfonyl)-2,2-dimethyl-3,4-dihydro-2H-1,4-thiazine-3-carboxylate as a colorless oil. Electrospray Mass Spec 396.1 (M+H)+. Reactants: COc1cc2ncnc(Sc3cccc(NC(=O)Nc4cc(C(C)(C)C)on4)c3)c2cc1OCCCl, CCCC[N+](CCCC)(CCCC)CCCC, [I-], O=S1(=O)CCNCC1. The product is COc1cc2ncnc(Sc3cccc(NC(=O)Nc4cc(C(C)(C)C)on4)c3)c2cc1OCCN1CCS(=O)(=O)CC1. RXN SMILES: [C:1]([CH3:2])([CH3:3])([CH3:4])[c:5]1[cH:6][c:7]([NH:10][C:11](=[O:12])[NH:13][c:14]2[cH:15][c:16]([S:20][c:21]3[n:22][cH:23][n:24][c:25]4[cH:26][c:27]([O:35][CH3:36])[c:28]([O:31][CH2:32][CH2:33][Cl:34])[cH:29][c:30]34)[cH:17][cH:18][cH:19]2)[n:8][o:9]1.[CH2:46]([N+:47]([CH2:48][CH2:49][CH2:50][CH3:51])([CH2:52][CH2:53][CH2:54][CH3:55])[CH2:56][CH2:57][CH2:58][CH3:59])[CH2:60][CH2:61][CH3:62].[I-:45].[S:37]1(=[O:43])(=[O:44])[CH2:38][CH2:39][NH:40][CH2:41][CH2:42]1>>[C:1]([CH3:2])([CH3:3])([CH3:4])[c:5]1[cH:6][c:7]([NH:10][C:11](=[O:12])[NH:13][c:14]2[cH:15][c:16]([S:20][c:21]3[n:22][cH:23][n:24][c:25]4[cH:26][c:27]([O:35][CH3:36])[c:28]([O:31][CH2:32][CH2:33][N:40]5[CH2:39][CH2:38][S:37](=[O:43])(=[O:44])[CH2:42][CH2:41]5)[cH:29][c:30]34)[cH:17][cH:18][cH:19]2)[n:8][o:9]1. Product: C1(C=2C(C(N1C(C=C)C(CCO)F)=O)=CC=CC2)=O (3-phthalimido-4-fluoro-6-hydroxy-1-hexene). Starting materials: C1(C=2C(C(N1C(C=C)C(CCOCC1=CC=CC=C1)F)=O)=CC=CC2)=O (3-phthalimido-4-fluoro-6-benzyloxy-1-hexene), C[Si](C)(C)I (trimethylsilyliodide). RXN SMILES: [C:1]1(=[O:26])[N:5]([CH:6]([CH:9]([F:20])[CH2:10][CH2:11][O:12]CC2C=CC=CC=2)[CH:7]=[CH2:8])[C:4](=[O:21])[C:3]2=[CH:22][CH:23]=[CH:24][CH:25]=[C:2]12.C[Si](I)(C)C>ClCCl>[C:4]1(=[O:21])[N:5]([CH:6]([CH:9]([F:20])[CH2:10][CH2:11][OH:12])[CH:7]=[CH2:8])[C:1](=[O:26])[C:2]2=[CH:25][CH:24]=[CH:23][CH:22]=[C:3]12. Solvent: ClCCl (dichloromethane). Procedure details: Compound 18 prepared above (20.0 g, 56 mmoles) is dissolved in dry dichloromethane (Baker Blue Label) and treated with trimethylsilyliodide (11.2 g, 56 mmoles) overnight under nitrogen. The mixture is washed with NaHCO3, then with water, dried, and evaporated. The oil obtained, 19, is purified by filtration over silica, washing first with pet. ether (3 L), then with ethyl acetate: 15 g (about quantitative). Starting materials: N[C@@H](CC1=CNC=N1)C(=O)O (L-histidine), S(=O)(Cl)Cl (thionyl chloride), CO (methanol). Conditions: time 1 hour. Yields the product Cl.Cl.N[C@@H](CC1=CNC=N1)C(=O)OC (L-Histidine, methyl ester, dihydrochloride). RXN SMILES: [NH2:1][C@H:2]([C:9]([OH:11])=[O:10])[CH2:3][C:4]1[N:8]=[CH:7][NH:6][CH:5]=1.S(Cl)([Cl:14])=O.[CH3:16]O>>[ClH:14].[ClH:14].[NH2:1][C@H:2]([C:9]([O:11][CH3:16])=[O:10])[CH2:3][C:4]1[N:8]=[CH:7][NH:6][CH:5]=1 |f:3.4.5|. Procedure details: To a stirred solution (ice-bath) of L-histidine (38.75 g, 240 mmol) in methanol (500 ml), thionyl chloride (27.2 ml, 375 mmol) was added in drops. After fifteen minutes the ice bath was removed and the reaction mixture was stirred at room temperature for one hour. Then after refluxing for 48 hours, it was concentrated in vacuo. The separated crystals were filtered using methanol for washing (48.93 g). The methanolic solution on dilution with ether afforded additional 10 g of the title I compound...